From a dataset of the Open Reaction Database (ORD), a public repository of structured organic reaction records. describe an organic reaction: reactants, conditions, products, and yield The reactants are CCCCCC(C)C(C)c1cc(O)c2c(c1)OC(C)(C)C1=C2CN(C#N)CC1, O=C([O-])[O-], CC(C)=O, CI, [K+], [K+]. Product: CCCCCC(C)C(C)c1cc(OC)c2c(c1)OC(C)(C)C1=C2CN(C#N)CC1. Reaction SMILES: [C:1](#[N:2])[N:3]1[CH2:4][CH2:5][C:6]2=[C:7]([CH2:8]1)[c:9]1[c:10]([cH:15][c:16]([CH:20]([CH:21]([CH2:22][CH2:23][CH2:24][CH2:25][CH3:26])[CH3:27])[CH3:28])[cH:17][c:18]1[OH:19])[O:11][C:12]2([CH3:13])[CH3:14].[C:31](=[O:32])([O-:33])[O-:34].[CH3:37][C:38](=[O:39])[CH3:40].[I:29][CH3:30].[K+:35].[K+:36]>>[C:1](#[N:2])[N:3]1[CH2:4][CH2:5][C:6]2=[C:7]([CH2:8]1)[c:9]1[c:10]([cH:15][c:16]([CH:20]([CH:21]([CH2:22][CH2:23][CH2:24][CH2:25][CH3:26])[CH3:27])[CH3:28])[cH:17][c:18]1[O:19][CH3:31])[O:11][C:12]2([CH3:13])[CH3:14]. Reactants: BrC=1C=C2C(=NNC2=CC1)C=O (5-Bromo-1H-indazole-3-carbaldehyde), C1(=C(C=CC=C1)N)N (o-phenylene diamine), S([O-])(O)=O.[Na+] (sodium bisulfite). The reagents and catalysts are Cl (HCl). The solvent is C1CCOC1 (THF), C(C)(=O)OCC (ethyl acetate). Yields the product N1C(=NC2=C1C=CC=C2)C2=NNC1=CC=C(C=C21)Br (3-(1H-Benzo[d]imidazol-2-yl)-5-bromo-1H-indazole). Isolated yield 50.0%. RXN SMILES: [Br:1][C:2]1[CH:3]=[C:4]2[C:8](=[CH:9][CH:10]=1)[NH:7][N:6]=[C:5]2[CH:11]=O.[C:13]1([NH2:20])[CH:18]=[CH:17][CH:16]=[CH:15][C:14]=1[NH2:19].S(=O)(O)[O-].[Na+]>C1COCC1.Cl.C(OCC)(=O)C>[NH:19]1[C:14]2[CH:15]=[CH:16][CH:17]=[CH:18][C:13]=2[N:20]=[C:11]1[C:5]1[C:4]2[C:8](=[CH:9][CH:10]=[C:2]([Br:1])[CH:3]=2)[NH:7][N:6]=1 |f:2.3|. Procedure details: 5-Bromo-1H-indazole-3-carbaldehyde (50 mg, 0.222 mmol) and o-phenylene diamine (24 mg, 0.222 mmol) were dissolved in dry THF (10 mL). One drop of 2N HCl was added. The solution was heated at a gentle reflux for 30 min and then 1N sodium bisulfite (1 mL) was added. After overnight at reflux, the solution was cooled to room temperature, and then diluted with ethyl acetate (30 mL). The mixture was washed with water and brine, dried over Na2SO4, and concentrated. Purification by flash chromatography... Reactants: CCO, CCOC(C)=O, Oc1cc(F)cc2c1cnn2-c1ccc(OCc2ccccc2)c(F)c1. Yields the product Oc1ccc(-n2ncc3c(O)cc(F)cc32)cc1F. RXN SMILES: [CH3:27][CH2:28][OH:29].[CH3:30][CH2:31][O:32][C:33](=[O:34])[CH3:35].[F:1][c:2]1[cH:3][c:4]([OH:26])[c:5]2[cH:6][n:7][n:8](-[c:11]3[cH:12][c:13]([F:25])[c:14]([O:17][CH2:18][c:19]4[cH:20][cH:21][cH:22][cH:23][cH:24]4)[cH:15][cH:16]3)[c:9]2[cH:10]1>>[F:1][c:2]1[cH:3][c:4]([OH:26])[c:5]2[cH:6][n:7][n:8](-[c:11]3[cH:12][c:13]([F:25])[c:14]([OH:17])[cH:15][cH:16]3)[c:9]2[cH:10]1. Reactants: FC(S(=O)(=O)OC=1C(=NC=CC1)C(=O)OC)(F)F (methyl 3-(trifluoromethylsulfonyloxy)picolinate), [Li+].[Cl-] (LiCl), C(CCC)[Sn](C=C)(CCCC)CCCC (tributyl(vinyl)stannane). Reagents/catalysts: Cl[Pd]([P](C1=CC=CC=C1)(C2=CC=CC=C2)C3=CC=CC=C3)([P](C4=CC=CC=C4)(C5=CC=CC=C5)C6=CC=CC=C6)Cl (bis(triphenylphosphine)palladium dichloride). The solvent is CN(C)C=O (DMF). Run at temperature 100 celsius. The product is C(=C)C=1C(=NC=CC1)C(=O)OC (methyl 3-vinylpicolinate). Reaction SMILES: FC(F)(F)S(O[C:7]1[C:8]([C:13]([O:15][CH3:16])=[O:14])=[N:9][CH:10]=[CH:11][CH:12]=1)(=O)=O.[Li+].[Cl-].[CH2:21]([Sn](CCCC)(CCCC)C=C)[CH2:22]CC>CN(C=O)C.Cl[Pd](Cl)([P](C1C=CC=CC=1)(C1C=CC=CC=1)C1C=CC=CC=1)[P](C1C=CC=CC=1)(C1C=CC=CC=1)C1C=CC=CC=1>[CH:21]([C:7]1[C:8]([C:13]([O:15][CH3:16])=[O:14])=[N:9][CH:10]=[CH:11][CH:12]=1)=[CH2:22] |f:1.2,^1:43,62|. Reported procedure: To a solution of methyl 3-(trifluoromethylsulfonyloxy)picolinate (i.e., Cap-174, Step a) (570 mg, 2.0 mmol), an intermediate in the preparation of Cap-174, in DMF (20 mL) was added LiCl (254 mg, 6.0 mmol), tributyl(vinyl)stannane (761 mg, 2.4 mmol) and bis(triphenylphosphine)palladium dichloride (42 mg, 0.06 mmol). The mixture was heated at 100° C. for 4 h before the solvent was removed in vacuo. The residue was taken up in acetonitrile (50 mL) and hexanes (50 mL) and the resulting mixture was w... Reactants: COC1=NN(C(=C1OC1=C(C=CC=C1)OC)N)C (3-methoxy-4-(2-methoxyphenoxy)-1-methyl-1H-pyrazol-5-amine), C(C)(C)(C)C1=CC=C(C=C1)S(=O)(=O)N ((4-tert-butyl)benzenesulfonamide), C(C)(C)(C)C1=CC=C(C=C1)S(=O)(=O)N ((4-tert-butyl)benzenesulfonamide). Reagents/catalysts: CN(C1=CC=NC=C1)C (4-dimethylaminopyridine). Run in N1=CC=CC=C1 (pyridine), Cl (hydrochloric acid), C(C)O (ethanol), [OH-].[Na+] (sodium hydroxide). Run at time 24 hour. Product: C(C)(C)(C)C1=CC=C(C=C1)S(=O)(=O)NC1=C(C(=NN1C)OC)OC1=C(C=CC=C1)OC (4-(tert-Butyl)-N-[3-methoxy-4-(2-methoxyphenoxy)-1-methyl-1H-pyrazol-5-yl]benzenesulfonamide). The yield is 33.6%. RXN SMILES: [CH3:1][O:2][C:3]1[C:7]([O:8][C:9]2[CH:14]=[CH:13][CH:12]=[CH:11][C:10]=2[O:15][CH3:16])=[C:6]([NH2:17])[N:5]([CH3:18])[N:4]=1.[C:19]([C:23]1[CH:28]=[CH:27][C:26]([S:29](N)(=[O:31])=[O:30])=[CH:25][CH:24]=1)([CH3:22])([CH3:21])[CH3:20]>CN(C)C1C=CN=CC=1.N1C=CC=CC=1.C(O)C.[OH-].[Na+].Cl>[C:19]([C:23]1[CH:28]=[CH:27][C:26]([S:29]([NH:17][C:6]2[N:5]([CH3:18])[N:4]=[C:3]([O:2][CH3:1])[C:7]=2[O:8][C:9]2[CH:14]=[CH:13][CH:12]=[CH:11][C:10]=2[O:15][CH3:16])(=[O:31])=[O:30])=[CH:25][CH:24]=1)([CH3:22])([CH3:20])[CH3:21] |f:5.6|. Procedure details: A solution of 3-methoxy-4-(2-methoxyphenoxy)-1-methyl-1H-pyrazol-5-amine (Preparation 68) (45 mg), (4-tert-butyl)benzenesulfonamide (42 mg) and 4-dimethylaminopyridine (22 mg) in dry pyridine (2 ml) was stirred at room temperature for 16 hours. A further aliquot of (4-tert-butyl)benzenesulfonamide (42 mg) was added to the reaction mixture and stirring at room temperature was continued for a further 24 hours. The reaction mixture was diluted with ethanol (2 ml) and 1.0M aqueous sodium hydroxide s... Reactants: CO, NN, O=C1NC(=O)c2c(CCCCCCCC3CNCCO3)cccc21. Product: NCCCCCCCC1CNCCO1. RXN SMILES: [CH3:27][OH:28].[NH2:1][NH2:2].[O:3]1[CH:4]([CH2:9][CH2:10][CH2:11][CH2:12][CH2:13][CH2:14][CH2:15][c:16]2[cH:17][cH:18][cH:19][c:20]3[c:25]2[C:23](=[O:24])[NH:22][C:21]3=[O:26])[CH2:5][NH:6][CH2:7][CH2:8]1>>[NH2:1][CH2:15][CH2:14][CH2:13][CH2:12][CH2:11][CH2:10][CH2:9][CH:4]1[O:3][CH2:8][CH2:7][NH:6][CH2:5]1.